This data is from the Open Reaction Database (ORD), a public repository of structured organic reaction records. The task is: describe an organic reaction: reactants, conditions, products, and yield Starting materials: C(C)C1=CC=C(C=C1)B(O)O (4-ethylphenylboronic acid), C([O-])([O-])=O.[Na+].[Na+] (sodium carbonate), BrC=1C=C2C(=NN(C2=CC1Cl)COCC[Si](C)(C)C)NC(CCC)=O (N-[5-bromo-6-chloro-1-[[2-(trimethylsilyl)ethoxy]methyl]-1H-indazol-3-yl]butanamide). Reagents/catalysts: C=1C=CC(=CC1)[P](C=2C=CC=CC2)(C=3C=CC=CC3)[Pd]([P](C=4C=CC=CC4)(C=5C=CC=CC5)C=6C=CC=CC6)([P](C=7C=CC=CC7)(C=8C=CC=CC8)C=9C=CC=CC9)[P](C=1C=CC=CC1)(C=1C=CC=CC1)C=1C=CC=CC1 (tetrakis(triphenylphosphine)palladium). Run in O (water), C(C)(=O)OCC (ethyl acetate), O1CCOCC1 (dioxane), O (water). Yields the product ClC1=C(C=C2C(=NN(C2=C1)COCC[Si](C)(C)C)NC(CCC)=O)C1=CC=C(C=C1)CC (N-[6-chloro-5-(4-ethylphenyl)-1-[[2-(trimethylsilyl)ethoxy]methyl]-1H-indazol-3-yl]butanamide). Isolated yield 104.1%. RXN SMILES: [CH2:1]([C:3]1[CH:8]=[CH:7][C:6](B(O)O)=[CH:5][CH:4]=1)[CH3:2].C(=O)([O-])[O-].[Na+].[Na+].Br[C:19]1[CH:20]=[C:21]2[C:25](=[CH:26][C:27]=1[Cl:28])[N:24]([CH2:29][O:30][CH2:31][CH2:32][Si:33]([CH3:36])([CH3:35])[CH3:34])[N:23]=[C:22]2[NH:37][C:38](=[O:42])[CH2:39][CH2:40][CH3:41]>O1CCOCC1.C1C=CC([P]([Pd]([P](C2C=CC=CC=2)(C2C=CC=CC=2)C2C=CC=CC=2)([P](C2C=CC=CC=2)(C2C=CC=CC=2)C2C=CC=CC=2)[P](C2C=CC=CC=2)(C2C=CC=CC=2)C2C=CC=CC=2)(C2C=CC=CC=2)C2C=CC=CC=2)=CC=1.O.C(OCC)(=O)C>[Cl:28][C:27]1[CH:26]=[C:25]2[C:21]([C:22]([NH:37][C:38](=[O:42])[CH2:39][CH2:40][CH3:41])=[N:23][N:24]2[CH2:29][O:30][CH2:31][CH2:32][Si:33]([CH3:36])([CH3:35])[CH3:34])=[CH:20][C:19]=1[C:6]1[CH:7]=[CH:8][C:3]([CH2:1][CH3:2])=[CH:4][CH:5]=1 |f:1.2.3,^1:52,54,73,92|. Reported procedure: 504 mg of 4-ethylphenylboronic acid, 664 mg of sodium carbonate in 20 cm 3 of distilled water and 202 mg of tetrakis(triphenylphosphine)palladium are added to 1 g of N-[5-bromo-6-chloro-1-[[2-(trimethylsilyl)ethoxy]methyl]-1H-indazol-3-yl]butanamide, described in Example 58, in 75 cm3 of dioxane. The mixture is refluxed for 18 hours and then the temperature is allowed to return to room temperature to add 75 cm3 of ethyl acetate and 50 cm3 of water, and the reaction medium is filtered through a s... Reactants: C(#N)C1=CC=C(C(=O)NNC(=O)C2=CC=C(OCC(=O)OC)C=C2)C=C1 (methyl 4-[3-(4-cyano-benzoyl) carbazoyl]phenoxyacetate), S (H2S). Solvent: N1=CC=CC=C1 (pyridine), C(C)N(CC)CC (triethylamine). Reaction conditions: time 8 hour. Yields the product C(N)(=S)C1=CC=C(C(=O)NNC(=O)C2=CC=C(OCC(=O)OC)C=C2)C=C1 (methyl 4-[3-(4-thiocarbamoyl-benzoyl) carbazoyl]phenoxyacetate). RXN SMILES: [C:1]([C:3]1[CH:26]=[CH:25][C:6]([C:7]([NH:9][NH:10][C:11]([C:13]2[CH:24]=[CH:23][C:16]([O:17][CH2:18][C:19]([O:21][CH3:22])=[O:20])=[CH:15][CH:14]=2)=[O:12])=[O:8])=[CH:5][CH:4]=1)#[N:2].[SH2:27]>N1C=CC=CC=1.C(N(CC)CC)C>[C:1]([C:3]1[CH:26]=[CH:25][C:6]([C:7]([NH:9][NH:10][C:11]([C:13]2[CH:24]=[CH:23][C:16]([O:17][CH2:18][C:19]([O:21][CH3:22])=[O:20])=[CH:15][CH:14]=2)=[O:12])=[O:8])=[CH:5][CH:4]=1)(=[S:27])[NH2:2]. Reported procedure: A solution of the product of step (b) (10 g) in a mixture of pyridine (500 ml) and triethylamine (80 ml) was covered with a blanket of H2S gas and stirred at ambient temperature overnight. The dark green reaction mixture was evaporated to dryness and the residue was triturated with dry ether. The resultant solid was collected and washed thoroughly with ether to give methyl 4-[3-(4-thiocarbamoyl-benzoyl) carbazoyl]phenoxyacetate (10.5 g) as a yellow solid; NMR Spectrum (DMSO--d6) 3.72 (3H, s), 4.... The reactants are k9, C1(=CC=CC=C1)[C@H]1[C@@H](CCCC1)O ((±)-trans-2-phenylcyclohexanol), ClCC(=O)Cl (chloroacetyl chloride), C(Cl)Cl (methylene chloride), CCCCCC.C(C)(=O)OCC (hexane ethyl acetate), NH4MoO4. Reagents/catalysts: CN(C1=CC=NC=C1)C (4-dimethylaminopyridine). Solvent: OS(=O)(=O)O (H2SO4). Run at time 8 hour. Yields the product ClCC(=O)O[C@H]1[C@@H](CCCC1)C1=CC=CC=C1 ((±)-trans-2-phenylcyclohexyl chloroacetate). As a reaction SMILES: [C:1]1([C@@H:7]2[CH2:12][CH2:11][CH2:10][CH2:9][C@H:8]2[OH:13])[CH:6]=[CH:5][CH:4]=[CH:3][CH:2]=1.[Cl:14][CH2:15][C:16](Cl)=[O:17].C(Cl)Cl.CCCCCC.C(OCC)(=O)C>CN(C)C1C=CN=CC=1.OS(O)(=O)=O>[Cl:14][CH2:15][C:16]([O:13][C@@H:8]1[CH2:9][CH2:10][CH2:11][CH2:12][C@H:7]1[C:1]1[CH:6]=[CH:5][CH:4]=[CH:3][CH:2]=1)=[O:17] |f:3.4|. Procedure details: A mixture of 2.17 k9 (12.3 mole) of (±)-trans-2-phenylcyclohexanol, 1475 mL (18.43 mole) of chloroacetyl chloride, 6 g (0.049 mole) of 4-dimethylaminopyridine, and 5.5 L of methylene chloride was heated at reflux. After 8 hours, thin layer chromatography analysis (4:1 hexane-ethyl acetate: Spray 5% NH4MoO4 in 10% aqueous H2SO4) indicated complete reaction. The reaction mixture was allowed to cool to room temperature and was stirred with 2×4 L=8 L of saturated NaHC03. The organic layer was dried ...